This data is from the Open Reaction Database (ORD), a public repository of structured organic reaction records. The task is: describe an organic reaction: reactants, conditions, products, and yield Procedure details: Into a 1000 mL three necked rb flask, equipped with a reflux condenser was placed magnesium powder (26.4 g)(1.1 mol), diphenyldichlorosilane (253 g)(1 mol) and THF (500 mL). The reflux condenser was connected to a refrigeration unit with ethylene glycol cooled at -20° C. circulating. With stirring, 1,3-butadiene (81 g) (1.5 mol, 125 mL) at -78° C. Was transferred to this reaction system via a cannula. The reaction mixture was stirred over 72h. The reaction mixture was hydrolyzed with saturated a... Yield: 64.0%. Reactants: three, [Cl-].[NH4+] (ammonium chloride), C=CC=C (1,3-butadiene), [Mg] (magnesium), C1(=CC=CC=C1)[Si](Cl)(Cl)C1=CC=CC=C1 (diphenyldichlorosilane). Solvent: C1CCOC1 (THF), C(CO)O (ethylene glycol), CCOCC (ether). The product is C1(=CC=CC=C1)[Si]1(CC=CC1)C1=CC=CC=C1 (1,1-Diphenyl-1-silacyclopent-3-ene). Run at temperature -20 celsius. Reaction SMILES: [Mg].[C:2]1([Si:8]([C:11]2[CH:16]=[CH:15][CH:14]=[CH:13][CH:12]=2)(Cl)Cl)[CH:7]=[CH:6][CH:5]=[CH:4][CH:3]=1.[CH2:17]=[CH:18][CH:19]=[CH2:20].[Cl-].[NH4+]>CCOCC.C(O)CO.C1COCC1>[C:2]1([Si:8]2([C:11]3[CH:16]=[CH:15][CH:14]=[CH:13][CH:12]=3)[CH2:20][CH:19]=[CH:18][CH2:17]2)[CH:7]=[CH:6][CH:5]=[CH:4][CH:3]=1 |f:3.4|. Starting materials: IC=1C(=NC=CC1)N (iodo-aminopyridine), C(C1=CC=CC=C1)OC(=O)N1C(C(NCC1)=O)COC (2-methoxymethyl-3-oxo-piperazine-1-carboxylic acid benzyl ester), Br (HBr). Solvent: CC(=O)O (AcOH), C(C)(=O)O (acetic acid). Reaction conditions: time 1 hour. The product is NC1=NC=NC2=CC(=CC=C12)CN1C(C(NCC1)COC)=O (1-(4-Amino-quinazoline-7-ylmethyl)-3-methoxymethyl-piperazine-2-one). RXN SMILES: C(OC([N:11]1[CH2:16][CH2:15][NH:14][C:13](=[O:17])[CH:12]1[CH2:18][O:19][CH3:20])=O)C1C=CC=CC=1.I[C:22]1[C:23]([NH2:28])=[N:24][CH:25]=[CH:26][CH:27]=1.Br>C(O)(=O)C>[NH2:28][C:23]1[C:22]2[C:23](=[CH:22][C:27]([CH2:26][N:14]3[CH2:15][CH2:16][NH:11][CH:12]([CH2:18][O:19][CH3:20])[C:13]3=[O:17])=[CH:26][CH:27]=2)[N:24]=[CH:25][N:24]=1. Reported procedure: To a solution of 2-methoxymethyl-3-oxo-piperazine-1-carboxylic acid benzyl ester (5.8 g, 13.3 mmol) in 50 mL of acetic acid is added dropwise, 20 mL of a 30%HBr in AcOH solution. The solution is stirred for 1 hour. After this time, the solution is concentrated. The resulting crude product is purified by column chromatography eluting with CH2Cl2:MeOH:NH4OH (20:5:1). The title compound (2.0 g, 6.6 mmol) is obtained as a white solid. 1H NMR (d6-DMSO, 300 MHz) δ8.60 (s, 1H), 7.72 (m, 2H), 7.48 (d, 1... Yields the product COc1nc2ccn([Si](C(C)C)(C(C)C)C(C)C)c2cc1C1CCN(C(=O)OC(C)(C)C)CC1. As a reaction SMILES: [CH3:1][O:2][c:3]1[c:4]([C:22]2=[CH:23][CH2:24][N:25]([C:28](=[O:29])[O:30][C:31]([CH3:32])([CH3:33])[CH3:34])[CH2:26][CH2:27]2)[cH:5][c:6]2[c:7]([n:8]1)[cH:9][cH:10][n:11]2[Si:12]([CH:13]([CH3:14])[CH3:15])([CH:16]([CH3:17])[CH3:18])[CH:19]([CH3:20])[CH3:21].[CH3:35][OH:36].[Pt:37](=[O:38])=[O:39]>>[CH3:1][O:2][c:3]1[c:4]([CH:22]2[CH2:23][CH2:24][N:25]([C:28](=[O:29])[O:30][C:31]([CH3:32])([CH3:33])[CH3:34])[CH2:26][CH2:27]2)[cH:5][c:6]2[c:7]([n:8]1)[cH:9][cH:10][n:11]2[Si:12]([CH:13]([CH3:14])[CH3:15])([CH:16]([CH3:17])[CH3:18])[CH:19]([CH3:20])[CH3:21]. Starting materials: COc1nc2ccn([Si](C(C)C)(C(C)C)C(C)C)c2cc1C1=CCN(C(=O)OC(C)(C)C)CC1, CO, O=[Pt]=O. The reactants are O1C=C(C=C1)C(C=CN(C)C)=O (1-(3-furanyl)-3-(dimethylamino)-2-propen-1-one), C(C)(C)[Li] (isopropyllithium), O1CCCC1 (tetrahydrofuran), solution. Run in CCCCC (pentane). Reaction conditions: temperature -30 celsius. The product is CC(C)CCC(=O)C=1C=COC1 (perillaketone). RXN SMILES: [O:1]1[CH:5]=[CH:4][C:3]([C:6](=[O:12])[CH:7]=[CH:8]N(C)C)=[CH:2]1.O1C[CH2:16][CH2:15][CH2:14]1.C([Li])(C)C>CCCCC>[CH3:14][CH:15]([CH2:8][CH2:7][C:6]([C:3]1[CH:4]=[CH:5][O:1][CH:2]=1)=[O:12])[CH3:16]. Procedure: A mixture of 1.65 g. (0.01 moles) of 1-(3-furanyl)-3-(dimethylamino)-2-propen-1-one and 100 ml. of anhydrous tetrahydrofuran was prepared and cooled to -30° C. and there was added thereto 5.5 ml. of a 1.85 M solution of isopropyllithium in pentane. The reaction mixture was stirred for about one-half hour at -30° C. The reaction product mixture was worked up by adding 5 ml. of water and concentrating the resulting mixture in vacuo. The residue which remained was taken up in methylene dichloride, ... Starting materials: C1(=CC=CC=C1)NC1=CC(SS1)=S (5-phenylamino-1,2-dithiol-3-thione), ClCC(=O)O (chloroacetic acid), [I-].[Na+] (sodium iodide). Solvent: CC(=O)C (acetone). Conditions: temperature 20 celsius. Yields the product I.C1(=CC=CC=C1)N=C1SSC(=C1)SCC(=O)O ((3-phenylimino-1,2-dithiol-5-ylthio)-acetic acid hydroiodide). The yield is 43.2%. RXN SMILES: [C:1]1([NH:7][C:8]2[S:12][S:11][C:10](=[S:13])[CH:9]=2)[CH:6]=[CH:5][CH:4]=[CH:3][CH:2]=1.Cl[CH2:15][C:16]([OH:18])=[O:17].[I-:19].[Na+]>CC(C)=O>[IH:19].[C:1]1([N:7]=[C:8]2[CH:9]=[C:10]([S:13][CH2:15][C:16]([OH:18])=[O:17])[S:11][S:12]2)[CH:2]=[CH:3][CH:4]=[CH:5][CH:6]=1 |f:2.3,5.6|. Reported procedure: A solution of 5-phenylamino-1,2-dithiol-3-thione (9 g), chloroacetic acid (4.15 g) and sodium iodide (6.6 g) in acetone (135 cc) is heated under reflux for 35 minutes. After cooling to a temperature of about 20° C., the insoluble product is filtered off and washed successively with acetone (3×15 cc), with water (3×10 cc) and then with acetone (3×10 cc). By recrystallisation of this crude product from methanol (470 cc), (3-phenylimino-1,2-dithiol-5-ylthio)-acetic acid hydroiodide (7.1 g) is obtai... Starting materials: O=C(O)c1nc(C2CC2)nc(Cl)c1Cl, Cl, N, O. Product: Nc1nc(C2CC2)nc(C(=O)O)c1Cl. As a reaction SMILES: [Cl:1][c:2]1[c:3]([C:12](=[O:13])[OH:14])[n:4][c:5]([CH:9]2[CH2:10][CH2:11]2)[n:6][c:7]1[Cl:8].[ClH:16].[NH3:15].[OH2:17]>>[Cl:1][c:2]1[c:3]([C:12](=[O:13])[OH:14])[n:4][c:5]([CH:9]2[CH2:10][CH2:11]2)[n:6][c:7]1[NH2:15].